From a dataset of the Open Reaction Database (ORD), a public repository of structured organic reaction records. describe an organic reaction: reactants, conditions, products, and yield Reactants: C(#N)C1=C(C(=O)OCC)C=CC=N1 (Ethyl 2-cyanonicotinate), C(#N)C1=C(C(=O)OCC)C=CC=N1 (Ethyl 2-cyanonicotinate), [OH-].[K+] (potassium hydroxide). Solvent: O (water). Run at time 10 hour. Yields the product C(#N)C1=C(C(=O)[O-])C=CC=N1.[K+] (Potassium 2-cyanonicotinate). Isolated yield 603.4%. Reaction SMILES: [C:1]([C:3]1[N:13]=[CH:12][CH:11]=[CH:10][C:4]=1[C:5]([O:7]CC)=[O:6])#[N:2].[OH-].[K+:15]>O>[C:1]([C:3]1[N:13]=[CH:12][CH:11]=[CH:10][C:4]=1[C:5]([O-:7])=[O:6])#[N:2].[K+:15] |f:1.2,4.5|. Procedure details: Ethyl 2-cyanonicotinate (compound 2) (20 g; 0.113 mol) is added to a solution of potassium hydroxide (6 g; 0.017 mol) in distilled water (150 cc). The mixture is then allowed to stand for 10 hours at 25° C., and then washed with ether (2×50 cc). The aqueous solution is then evaporated to dryness to give compound 3 (19.1 g; m.p. 300° C.).